From a dataset of the Open Reaction Database (ORD), a public repository of structured organic reaction records. describe an organic reaction: reactants, conditions, products, and yield The reactants are CC(C)CC1(CC(=O)NOCc2ccccc2)NC(=O)N(CCc2ccccc2)C1=O, CO, CCOC(C)=O, N#N, [OH-], [OH-], [Pd+2]. Product: CC(C)CC1(CC(=O)NO)NC(=O)N(CCc2ccccc2)C1=O. Reaction SMILES: [CH2:1]([c:2]1[cH:3][cH:4][cH:5][cH:6][cH:7]1)[O:8][NH:9][C:10]([CH2:11][C:12]1([CH2:27][CH:28]([CH3:29])[CH3:30])[NH:13][C:14](=[O:26])[N:15]([CH2:18][CH2:19][c:20]2[cH:21][cH:22][cH:23][cH:24][cH:25]2)[C:16]1=[O:17])=[O:31].[CH3:34][OH:35].[CH3:36][CH2:37][O:38][C:39]([CH3:40])=[O:41].[N:32]#[N:33].[OH-:42].[OH-:44].[Pd+2:43]>>[OH:8][NH:9][C:10]([CH2:11][C:12]1([CH2:27][CH:28]([CH3:29])[CH3:30])[NH:13][C:14](=[O:26])[N:15]([CH2:18][CH2:19][c:20]2[cH:21][cH:22][cH:23][cH:24][cH:25]2)[C:16]1=[O:17])=[O:31]. The reactants are C(C)(C)(C)OC(C(C(C)=O)=NO)=O (t-butyl-2-hydroximino-3-oxobutyrate), O (water), C(C)OC(CC(C)=O)=O (Ethyl-3-oxobutyrate), t-butyl ester. The reagents and catalysts are [Zn] (zinc), [Zn] (Zinc). Solvent: C(C)(=O)O (acetic acid). Conditions: temperature 60 celsius. Product: C(=O)C1=C(C(=C(N1)C)C(=O)O)C (5-Formyl-2,4-dimethyl-1H-pyrrole-3-carboxylic Acid). As a reaction SMILES: C([O:3][C:4](=[O:9])[CH2:5][C:6](=O)[CH3:7])C.C([O:14][C:15](=O)[C:16](=[N:20]O)[C:17](=O)[CH3:18])(C)(C)C.O>C(O)(=O)C.[Zn]>[CH:15]([C:16]1[NH:20][C:6]([CH3:7])=[C:5]([C:4]([OH:3])=[O:9])[C:17]=1[CH3:18])=[O:14]. Procedure: Ethyl-3-oxobutyrate (130 g, 1 mol) was dissolved in 400 mL of acetic acid in a 2 L 3-neck round bottom flask equipped with a thermometer, an addition funnel, mechanical stirring and placed in an oil bath. Zinc dust (50 g, 0.76 mol) was added and the mixture heated to 60° C. with stirring. The crude t-butyl-2-hydroximino-3-oxobutyrate solution prepared above was cautiously added keeping the temperature at about 65° C. by slowing the addition and cooling the flask. More zinc dust (4×50 g, 3.06 mol... Reactants: C(C)(C)(C)[Si](C)(C)OC(C(C)(C)C)CCC1=C(C=C(C=C1)C(CC)(C1=CC(=C(C=C1)B1OC(C(O1)(C)C)(C)C)C)CC)C (t-butyl-(1-{2-[4-(1-ethyl-1-{4-[4,4,5,5-tetramethyl-[1,3,2]dioxaborolan-2-yl]-3-methyl-phenyl}-propyl)-2-methyl-phenyl]-ethyl}-2,2-dimethyl-propoxy)dimethylsilane), C1(CCCCC1)P(C1=C(C=CC=C1)C1=C(C=CC=C1OC)OC)C1CCCCC1 (2-dicyclohexylphosphino-2′,6′-dimethoxy-1,1′-biphenyl), P(=O)([O-])([O-])[O-].[K+].[K+].[K+] (potassium phosphate), COC(CC1=C(C=C(C=C1)Cl)F)=O ((4-chloro-2-fluoro-phenyl)-acetic Acid Methyl Ester). Reagents/catalysts: C(C)(=O)[O-].[Pd+2].C(C)(=O)[O-] (palladium (II) acetate). Run in C(C)OCC (diethyl ether). Conditions: temperature 100 celsius, time 1 hour. Yields the product COC(CC1=C(C=C(C=C1)C1=C(C=C(C=C1)C(CC)(CC)C1=CC(=C(C=C1)CCC(C(C)(C)C)O[Si](C)(C)C(C)(C)C)C)C)F)=O ([4′-(1-{4-[3-(t-butyl-dimethyl-silanyloxy)-4,4-dimethyl-pentyl]-3-methyl-phenyl}-1-ethyl-propyl)-3-fluoro-2′-methyl-biphenyl-4-yl]-acetic Acid Methyl Ester). The yield is 76.7%. As a reaction SMILES: [C:1]([Si:5]([O:8][CH:9]([CH2:14][CH2:15][C:16]1[CH:21]=[CH:20][C:19]([C:22]([CH2:41][CH3:42])([C:25]2[CH:30]=[CH:29][C:28](B3OC(C)(C)C(C)(C)O3)=[C:27]([CH3:40])[CH:26]=2)[CH2:23][CH3:24])=[CH:18][C:17]=1[CH3:43])[C:10]([CH3:13])([CH3:12])[CH3:11])([CH3:7])[CH3:6])([CH3:4])([CH3:3])[CH3:2].C1(P(C2CCCCC2)C2C=CC=CC=2C2C(OC)=CC=CC=2OC)CCCCC1.P([O-])([O-])([O-])=O.[K+].[K+].[K+].[CH3:81][O:82][C:83](=[O:93])[CH2:84][C:85]1[CH:90]=[CH:89][C:88](Cl)=[CH:87][C:86]=1[F:92]>C(OCC)C.C([O-])(=O)C.[Pd+2].C([O-])(=O)C>[CH3:81][O:82][C:83](=[O:93])[CH2:84][C:85]1[CH:90]=[CH:89][C:88]([C:28]2[CH:29]=[CH:30][C:25]([C:22]([C:19]3[CH:20]=[CH:21][C:16]([CH2:15][CH2:14][CH:9]([O:8][Si:5]([C:1]([CH3:4])([CH3:3])[CH3:2])([CH3:6])[CH3:7])[C:10]([CH3:13])([CH3:12])[CH3:11])=[C:17]([CH3:43])[CH:18]=3)([CH2:23][CH3:24])[CH2:41][CH3:42])=[CH:26][C:27]=2[CH3:40])=[CH:87][C:86]=1[F:92] |f:2.3.4.5,8.9.10|. Reported procedure: Degassed toluene (0.12 mL) and water (0.012 mL) were added to t-butyl-(1-{2-[4-(1-ethyl-1-{4-[4,4,5,5-tetramethyl-[1,3,2]dioxaborolan-2-yl]-3-methyl-phenyl}-propyl)-2-methyl-phenyl]-ethyl}-2,2-dimethyl-propoxy)dimethylsilane (Example 23-(1); 16.5 mg, 0.0272 mmol), palladium (II) acetate (0.9 mg, 0.004 mmol), 2-dicyclohexylphosphino-2′,6′-dimethoxy-1,1′-biphenyl (3.3 mg, 0.0080 mmol) and potassium phosphate (19.0 mg, 0.0895 mmol). After replacement with nitrogen, (4-chloro-2-fluoro-phenyl)acetic ...